From a dataset of the Open Reaction Database (ORD), a public repository of structured organic reaction records. describe an organic reaction: reactants, conditions, products, and yield The reactants are CC(O)CBr, CC(CBr)OC1CCCCO1, CNC(C)COCc1cccc(N)c1, CN(C)C=O, [H-], Nc1cccc(CO)c1, [Na+], O=C1NC(=O)c2ccccc21, C1CCOC1. Product: CC(O)COCc1cccc(N)c1. As a reaction SMILES: [Br:35][CH2:36][CH:37]([OH:38])[CH3:39].[Br:40][CH2:41][CH:42]([CH3:43])[O:44][CH:45]1[CH2:46][CH2:47][CH2:48][CH2:49][O:50]1.[CH3:1][NH:2][CH:3]([CH2:4][O:5][CH2:6][c:7]1[cH:8][c:9]([NH2:13])[cH:10][cH:11][cH:12]1)[CH3:14].[CH3:58][N:59]([CH3:60])[CH:61]=[O:62].[H-:51].[NH2:15][c:16]1[cH:17][c:18]([CH2:23][OH:20])[cH:19][cH:21][cH:22]1.[Na+:52].[O:24]=[C:25]1[c:26]2[c:27]([cH:28][cH:29][cH:30][cH:31]2)[C:32](=[O:33])[NH:34]1.[O:53]1[CH2:54][CH2:55][CH2:56][CH2:57]1>>[CH:3]([CH2:4][O:5][CH2:6][c:7]1[cH:8][c:9]([NH2:13])[cH:10][cH:11][cH:12]1)([CH3:14])[OH:20]. Reactants: CC[Si](CC)(CC)OC(C)(C)CC=CBr, CC(C)(O)C1=CCC2C3=CC=C4CC(O[Si](C)(C)C(C)(C)C)CC(O[Si](C)(C)C(C)(C)C)C4(C)C3CCC12C, C1COCCOCCOCCOCCO1, [H-], [Na+], C1CCOC1. Product: CC[Si](CC)(CC)OC(C)(C)CC=COC(C)(C)C1=CCC2C3=CC=C4CC(O[Si](C)(C)C(C)(C)C)CC(O[Si](C)(C)C(C)(C)C)C4(C)C3CCC12C. As a reaction SMILES: [Br:40][CH:41]=[CH:42][CH2:43][C:44]([CH3:45])([CH3:46])[O:47][Si:48]([CH2:49][CH3:50])([CH2:51][CH3:52])[CH2:53][CH3:54].[C:1]([CH3:2])([CH3:3])([CH3:4])[Si:5]([O:6][CH:7]1[CH2:8][CH:9]([O:30][Si:31]([CH3:32])([CH3:33])[C:34]([CH3:35])([CH3:36])[CH3:37])[CH2:10][C:11]2=[CH:12][CH:13]=[C:14]3[CH:15]4[CH2:16][CH:17]=[C:18]([C:19]([CH3:20])([CH3:21])[OH:22])[C:23]4([CH3:29])[CH2:24][CH2:25][CH:26]3[C:27]12[CH3:28])([CH3:38])[CH3:39].[CH2:57]1[O:58][CH2:59][CH2:60][O:61][CH2:62][CH2:63][O:64][CH2:65][CH2:66][O:67][CH2:68][CH2:69][O:70][CH2:71]1.[H-:55].[Na+:56].[O:72]1[CH2:73][CH2:74][CH2:75][CH2:76]1>>[C:1]([CH3:2])([CH3:3])([CH3:4])[Si:5]([O:6][CH:7]1[CH2:8][CH:9]([O:30][Si:31]([CH3:32])([CH3:33])[C:34]([CH3:35])([CH3:36])[CH3:37])[CH2:10][C:11]2=[CH:12][CH:13]=[C:14]3[CH:15]4[CH2:16][CH:17]=[C:18]([C:19]([CH3:20])([CH3:21])[O:22][CH:41]=[CH:42][CH2:43][C:44]([CH3:45])([CH3:46])[O:47][Si:48]([CH2:49][CH3:50])([CH2:51][CH3:52])[CH2:53][CH3:54])[C:23]4([CH3:29])[CH2:24][CH2:25][CH:26]3[C:27]12[CH3:28])([CH3:38])[CH3:39]. Starting materials: Cc1sc(C(=O)OCc2ccccc2)cc1[N+](=O)[O-], [Ni], C1CCOC1. Product: Cc1sc(C(=O)OCc2ccccc2)cc1N. As a reaction SMILES: [CH2:1]([c:2]1[cH:3][cH:4][cH:5][cH:6][cH:7]1)[O:8][C:9](=[O:10])[c:11]1[s:12][c:13]([CH3:19])[c:14]([N+:16]([O-:17])=[O:18])[cH:15]1.[Ni:25].[O:20]1[CH2:21][CH2:22][CH2:23][CH2:24]1>>[CH2:1]([c:2]1[cH:3][cH:4][cH:5][cH:6][cH:7]1)[O:8][C:9](=[O:10])[c:11]1[s:12][c:13]([CH3:19])[c:14]([NH2:16])[cH:15]1. Starting materials: [N+](=O)([O-])C=1C=C2C=C(NC2=CC1)C(=O)O (5-nitro-1H-indole-2-carboxylic acid), N,N′-carbonyl-diimidazole, [Cl-].[Na+] (sodium chloride), C(CC)N (propylamine). Run in CN(C=O)C (N,N-dimethylformamide), O (water). Conditions: temperature 80 celsius, time 1 hour. The product is C(CC)NC(=O)C=1NC2=CC=C(C=C2C1)[N+](=O)[O-] (5-Nitro-1H-indole-2-carboxylic acid propylamide). Reported procedure: To a solution of 5-nitro-1H-indole-2-carboxylic acid (6.95 g, 33.7 mmol) in N,N-dimethylformamide (DMF)/pyridine (1/1, 150 ml) N,N′-carbonyl-diimidazole (5.47 g, 33.71 mmol) was added. The mixture was stirred at 80° C. for 1 h. At 0° C. propylamine (9.96 g, 168.56 mmol) was added. The mixture was stirred at 0° C. for 1 h and then at room temperature for 16 h. The solution was diluted with water (2 I). After addition of sodium chloride the product precipitated. After filtration the residue was wa... As a reaction SMILES: [N+:1]([C:4]1[CH:5]=[C:6]2[C:10](=[CH:11][CH:12]=1)[NH:9][C:8]([C:13]([OH:15])=O)=[CH:7]2)([O-:3])=[O:2].[CH2:16]([NH2:19])[CH2:17][CH3:18].[Cl-].[Na+]>CN(C)C=O.O>[CH2:16]([NH:19][C:13]([C:8]1[NH:9][C:10]2[C:6]([CH:7]=1)=[CH:5][C:4]([N+:1]([O-:3])=[O:2])=[CH:12][CH:11]=2)=[O:15])[CH2:17][CH3:18] |f:2.3|. Reactants: [CH-]1C=CC=C1.[CH-]1C=CC=C1.[Fe+2] (ferrocene), [CH-]1C=CC=C1.[CH-]1C=CC=C1.[Fe+2] (Ferrocene), O1CCCC12OCCC2 (1,6-dioxaspiro-[4,4]-nonane), B(F)(F)F.CCOCC (boron trifluoride etherate). Solvent: C(Cl)Cl (methylene chloride). The product is [C-]1(C=CC=C1)C1(OCCC1)CCCO.[CH-]1C=CC=C1.[Fe+2] (2-ferrocenyl-2-(3-hydroxypropyl)tetrahydrofuran). The yield is 55.0%. As a reaction SMILES: [CH-:1]1[CH:5]=[CH:4][CH:3]=[CH:2]1.[CH-:6]1[CH:10]=[CH:9][CH:8]=[CH:7]1.[Fe+2:11].[O:12]1[C:16]2([CH2:20][CH2:19][CH2:18][O:17]2)[CH2:15][CH2:14][CH2:13]1.B(F)(F)F.CCOCC>C(Cl)Cl>[C-:1]1([C:16]2([CH2:20][CH2:19][CH2:18][OH:17])[CH2:15][CH2:14][CH2:13][O:12]2)[CH:5]=[CH:4][CH:3]=[CH:2]1.[CH-:6]1[CH:10]=[CH:9][CH:8]=[CH:7]1.[Fe+2:11] |f:0.1.2,4.5,7.8.9|. Procedure details: Ferrocene, 7.44 g (0.040 mole), and 1,6-dioxaspiro-[4,4]-nonane (I), 1.28 g (0.010 mole), were dissolved in 100 ml of methylene chloride and 3.6 ml (0.03 mole) of boron trifluoride etherate [BF3 . 0(Et)2 ] was added with stirring. After 2 hours of stirring, the reaction mixture was poured onto a dry alumina column (5 cm by 25 cm). Unreacted ferrocene, 6.3 g, was eluted from the column using ethylene dichloride. The chromatogram was then developed with a 1 to 1 mixture of ether (ethyl) and ethyla...